Dataset: the Open Reaction Database (ORD), a public repository of structured organic reaction records. Task: describe an organic reaction: reactants, conditions, products, and yield Reactants: C(=O)(OC(C)(C)C)N(CC=1C(=CC=CC1)CN(C(=O)OC(C)(C)C)C)C (N,N'-bis(Boc)-bis(methyl)xylylenediamine), FC(C(=O)O)(F)F (trifluoroacetic acid). Solvent: ClCCl (dichloromethane). Yields the product FC(C(=O)O)(F)F.FC(C(=O)O)(F)F.CNCC=1C(=CC=CC1)CNC (N,N'-bis(methyl)-xylylene diamine bis(trifluoroacetate)). As a reaction SMILES: [C:1]([N:8](C)[CH2:9][C:10]1[C:11]([CH2:16][N:17](C)[C:18](OC(C)(C)C)=O)=[CH:12][CH:13]=[CH:14][CH:15]=1)(OC(C)(C)C)=O.[F:27][C:28]([F:33])([F:32])[C:29]([OH:31])=[O:30]>ClCCl>[F:27][C:28]([F:33])([F:32])[C:29]([OH:31])=[O:30].[F:27][C:28]([F:33])([F:32])[C:29]([OH:31])=[O:30].[CH3:18][NH:17][CH2:16][C:11]1[C:10]([CH2:9][NH:8][CH3:1])=[CH:15][CH:14]=[CH:13][CH:12]=1 |f:3.4.5|. Reported procedure: Representative Procedure I: A solution of this crude N,N'-bis(Boc)-bis(methyl)xylylenediamine in 50% trifluoroacetic acid in dichloromethane (10 mL) was stirred at 23° C. for 0.5 h. The brown solution was concentrated. Diethyl ether was added to the residue, and the mixture was concentrated. The residue obtained was washed with diethyl ether (two portions), providing the N,N'-bis(methyl)-xylylene diamine bis(trifluoroacetate) as a yellow solid. Reactants: COC(CN)OC (amino acetaldehyde dimethyl acetal), C([O-])(O)=O.[Na+] (sodium bicarbonate), FC=1C=C(C(=O)Cl)C=CC1[N+](=O)[O-] (3-fluoro-4-nitro-benzoyl chloride). The solvent is O1CCCC1 (tetrahydrofuran), O1CCCC1 (tetrahydrofuran). Run at time 8 hour. Yields the product COC(CNC(C1=CC(=C(C=C1)[N+](=O)[O-])F)=O)OC (N-(2,2-dimethoxyethyl)-3-fluoro-4-nitro-benzamide). Isolated yield 88.5%. As a reaction SMILES: [CH3:1][O:2][CH:3]([O:6][CH3:7])[CH2:4][NH2:5].C(=O)(O)[O-].[Na+].[F:13][C:14]1[CH:15]=[C:16]([CH:20]=[CH:21][C:22]=1[N+:23]([O-:25])=[O:24])[C:17](Cl)=[O:18]>O1CCCC1>[CH3:1][O:2][CH:3]([O:6][CH3:7])[CH2:4][NH:5][C:17](=[O:18])[C:16]1[CH:20]=[CH:21][C:22]([N+:23]([O-:25])=[O:24])=[C:14]([F:13])[CH:15]=1 |f:1.2|. Reported procedure: To a cooled solution of amino acetaldehyde dimethyl acetal (0.91 mL, 8.30 mmol) in dry tetrahydrofuran (15 mL) was added sodium bicarbonate (769 mg, 9.16 mmol) and then a solution of 3-fluoro-4-nitro-benzoyl chloride (1.7 g, 8.30 mmol) in dry tetrahydrofuran (15 mL) was added dropwise at 0° C. over a period of 30 min. The reaction mixture was stirred overnight at ambient temperature, the solvent was removed in vacuo, and the residue was diluted with water and extracted with ethyl acetate. The or... Starting materials: [K] (potassium), OC=1C=CC(=NC1)C (5-hydroxy-2-methylpyridine), BrC1=CC=C(C=C1)C (p-bromotoluene). Reagents/catalysts: [Cu] (copper). Run in CN(C=O)C (dimethylformamide), CO (methanol). Yields the product CC1=CC=C(OC=2C=CC(=NC2)C)C=C1 (5-(p-methylphenoxy)-2-methylpyridine). RXN SMILES: [K].[OH:2][C:3]1[CH:4]=[CH:5][C:6]([CH3:9])=[N:7][CH:8]=1.Br[C:11]1[CH:16]=[CH:15][C:14]([CH3:17])=[CH:13][CH:12]=1>CN(C)C=O.CO.[Cu]>[CH3:17][C:14]1[CH:15]=[CH:16][C:11]([O:2][C:3]2[CH:4]=[CH:5][C:6]([CH3:9])=[N:7][CH:8]=2)=[CH:12][CH:13]=1 |^1:0|. Procedure details: 7.4 g of a potassium salt of 5-hydroxy-2-methylpyridine, 8.5 g of p-bromotoluene and 500 mg of a copper powder were suspended in 25 ml of dimethylformamide, and the mixture was allowed to react in a nitrogen gas stream at 130° C. for 14 hours under stirring. The reaction mixture was diluted with 70 ml of methanol and filtered. The filtrate was immediately concentrated, and to the residue was added 150 ml of chloroform. The mixture was washed with 100 ml of a 0.01 N aqueous sodium hydroxide solut... Starting materials: COC(C)(C)OC, CC(C)=O, C=CCC(CO)CC(CO)NC(=O)OC(C)(C)C. Product: C=CCC(CO)CC1COC(C)(C)N1C(=O)OC(C)(C)C. Reaction SMILES: [CH3:19][O:20][C:21]([CH3:22])([CH3:23])[O:24][CH3:25].[CH3:26][C:27](=[O:28])[CH3:29].[OH:1][CH2:2][CH:3]([CH2:4][CH:5]([CH2:6][CH:7]=[CH2:8])[CH2:9][OH:10])[NH:11][C:12]([O:13][C:14]([CH3:15])([CH3:16])[CH3:17])=[O:18]>>[O:1]1[CH2:2][CH:3]([CH2:4][CH:5]([CH2:6][CH:7]=[CH2:8])[CH2:9][OH:10])[N:11]([C:12]([O:13][C:14]([CH3:15])([CH3:16])[CH3:17])=[O:18])[C:21]1([CH3:22])[CH3:23]. The reactants are B(Br)(Br)Br (BBr3), COC(=O)C=1C=2NC(C(NC2C=CC1C1=C(C=CC=C1OC)OC)(C)C)=O (6-(2,6-Dimethoxy-phenyl)-2,2-dimethyl-3-oxo-1,2,3,4-tetrahydro-quinoxaline-5-carboxylic acid methyl ester), CO (MeOH). The solvent is C(Cl)Cl (CH2Cl2). Run at temperature -78 celsius, time 2 hour. Product: OC=1C=CC=C2OC(C3=C4NC(C(NC4=CC=C3C12)(C)C)=O)=O (10-Hydroxy-2,2-dimethyl-1,4-dihydro-2H-6-oxa-1,4-diaza-chrysene-3,5-dione). The yield is 98.9%. RXN SMILES: CO[C:3]([C:5]1[C:6]2[NH:7][C:8](=[O:27])[C:9]([CH3:26])([CH3:25])[NH:10][C:11]=2[CH:12]=[CH:13][C:14]=1[C:15]1[C:20]([O:21]C)=[CH:19][CH:18]=[CH:17][C:16]=1[O:23]C)=[O:4].B(Br)(Br)Br.CO>C(Cl)Cl>[OH:23][C:16]1[CH:17]=[CH:18][CH:19]=[C:20]2[C:15]=1[C:14]1[C:5](=[C:6]3[C:11](=[CH:12][CH:13]=1)[NH:10][C:9]([CH3:25])([CH3:26])[C:8](=[O:27])[NH:7]3)[C:3](=[O:4])[O:21]2. Reported procedure: Quinoxalinone vii (420 mg, 1.14 mmol) was dissolved in dry CH2Cl2 (10 mL) and cooled to −78° C. under an atmosphere of N2. BBr3 (536 μL, 5.68 mmol) was added dropwise. After the addition, the reaction mixture was warmed to room temperature and stirred for 2 h. The mixture was cooled to −78° C. and MeOH (3 mL) was added to quench the reaction. The mixture was concentrated under reduced pressure and then diluted with water (30 mL) and extracted with EtOAc (7×50 mL). The organic layers were combine...